Dataset: the Open Reaction Database (ORD), a public repository of structured organic reaction records. Task: describe an organic reaction: reactants, conditions, products, and yield Starting materials: CCCCO, CCN(C(C)C)C(C)C, O=[N+]([O-])c1ccc(Cl)nc1Nc1cc(C2CC2)[nH]n1, CC(N)c1ccc(F)cc1. Yields the product CC(Nc1ccc([N+](=O)[O-])c(Nc2cc(C3CC3)[nH]n2)n1)c1ccc(F)cc1. Reaction SMILES: [CH2:39]([OH:40])[CH2:41][CH2:42][CH3:43].[CH:30]([N:31]([CH2:32][CH3:33])[CH:34]([CH3:35])[CH3:36])([CH3:37])[CH3:38].[Cl:1][c:2]1[cH:3][cH:4][c:5]([N+:17](=[O:18])[O-:19])[c:6]([NH:8][c:9]2[n:10][nH:11][c:12]([CH:14]3[CH2:15][CH2:16]3)[cH:13]2)[n:7]1.[F:20][c:21]1[cH:22][cH:23][c:24]([CH:27]([CH3:28])[NH2:29])[cH:25][cH:26]1>>[c:2]1([NH:29][CH:27]([c:24]2[cH:23][cH:22][c:21]([F:20])[cH:26][cH:25]2)[CH3:28])[cH:3][cH:4][c:5]([N+:17](=[O:18])[O-:19])[c:6]([NH:8][c:9]2[n:10][nH:11][c:12]([CH:14]3[CH2:15][CH2:16]3)[cH:13]2)[n:7]1. Starting materials: CC1=NC=2N(C=C1)N=C(N2)C=O (5-methyl-[1,2,4]triazolo[1,5-a]pyrimidine-2-carbaldehyde), C1(CCCC1)C1(CC(CC(O1)=O)=O)CCC1=CC(=C(C=C1)O)CC (6-cyclopentyl-6-[2-(3-ethyl-4-hydroxyphenyl)ethyl]dihydro-2H-pyran-2,4(3H)-dione). Product: C1(CCCC1)C1(CC(=C(C(O1)=O)CC1=NN2C(N=C(C=C2)C)=N1)O)CCC1=CC(=C(C=C1)O)CC (6-cyclopentyl-6-[2-(3-ethyl-4-hydroxyphenyl)ethyl]-4-hydroxy-3-[(5-methyl[1,2,4]triazolo[1,5-a]pyrimidin-2-yl)methyl]-5,6-dihydro-2H-pyran-2-one). Reaction SMILES: [CH3:1][C:2]1[CH:7]=[CH:6][N:5]2[N:8]=[C:9]([CH:11]=O)[N:10]=[C:4]2[N:3]=1.[CH:13]1([C:18]2([CH2:26][CH2:27][C:28]3[CH:33]=[CH:32][C:31]([OH:34])=[C:30]([CH2:35][CH3:36])[CH:29]=3)[O:23][C:22](=[O:24])[CH2:21][C:20](=[O:25])[CH2:19]2)[CH2:17][CH2:16][CH2:15][CH2:14]1>>[CH:13]1([C:18]2([CH2:26][CH2:27][C:28]3[CH:33]=[CH:32][C:31]([OH:34])=[C:30]([CH2:35][CH3:36])[CH:29]=3)[O:23][C:22](=[O:24])[C:21]([CH2:11][C:9]3[N:10]=[C:4]4[N:3]=[C:2]([CH3:1])[CH:7]=[CH:6][N:5]4[N:8]=3)=[C:20]([OH:25])[CH2:19]2)[CH2:17][CH2:16][CH2:15][CH2:14]1. Reported procedure: The title compound was prepared analogously to Example A(224) where 5-methyl-[1,2,4]triazolo[1,5-a]pyrimidine-2-carbaldehyde was used in place of 6-methyl-[1,2,4]triazolo[1,5-a]pyrimidine-2-carbaldehyde and 6-cyclopentyl-6-[2-(3-ethyl-4-hydroxyphenyl)ethyl]dihydro-2H-pyran-2,4(3H)-dione was used in place of 6-cyclopentyl-6-{2-[4-hydroxy-3-(2,2,2-trifluoroethyl)phenyl]ethyl}dihydro-2H-pyran-2,4(3H)-dione in that example. 1H NMR (DMSO): δ 1.15 (t, J=7.54 Hz, 3H), 1.30–1.80 (brm, 8H), 2.00–2.40 (br... The reactants are ClC(F)F (chlorodifluoromethane), C(C)OC(=O)C1=NN(C(=C1)O)C (3-ethoxycarbonyl-5-hydroxy-1-methylpyrazole), C([O-])([O-])=O.[K+].[K+] (potassium carbonate), C([O-])([O-])=O.[K+].[K+] (potassium carbonate), C=O (paraformaldehyde). Solvent: O (water), C(C)(=O)OCC (ethyl acetate), CN(C)C=O (DMF). Yields the product C(C)OC(=O)C1=NN(C(=C1CO)OC(F)F)C (3-ethoxycarbonyl-5-difluoromethoxy-4-hydroxymethyl-1-methylpyrazole). The yield is 82.0%. Reaction SMILES: [CH2:1]([O:3][C:4]([C:6]1[CH:10]=[C:9]([OH:11])[N:8]([CH3:12])[N:7]=1)=[O:5])[CH3:2].[C:13](=[O:16])([O-])[O-].[K+].[K+].C=O.Cl[CH:22]([F:24])[F:23]>CN(C=O)C.O.C(OCC)(=O)C>[CH2:1]([O:3][C:4]([C:6]1[C:10]([CH2:13][OH:16])=[C:9]([O:11][CH:22]([F:24])[F:23])[N:8]([CH3:12])[N:7]=1)=[O:5])[CH3:2] |f:1.2.3|. Reported procedure: In 50 ml of DMF were suspended 8.5 g (0.05 mole) of the 3-ethoxycarbonyl-5-hydroxy-1-methylpyrazole synthesized in Reference Example 3 and 10.5 g (0.08 mole) of potassium carbonate. In this suspension being stirred at room temperature was placed 2.3 g (0.08 mole) of paraformaldehyde, followed by stirring at the same temperature for 1 hour. Then, 20.9 g (0.15 mole) of potassium carbonate was added. Therein was blown 8.6 g (0.10 mole) of chlorodifluoromethane. The reaction mixture was stirred at r... Starting materials: CNCCNC (N,N′-dimethylethylenediamine), CC1([C@@H](NC(O1)=O)C1=CC=CC=C1)C ((S)-5,5-dimethyl-4-phenyloxazolidin-2-one), FC1=NC=C(C=C1)I (2-fluoro-5-iodopyridine), P(=O)([O-])([O-])[O-].[K+].[K+].[K+] (potassium phosphate). The reagents and catalysts are [Cu]I (copper (I) iodide). Run in O1CCOCC1 (dioxane), O (water). Product: FC1=CC=C(C=N1)N1C(OC([C@@H]1C1=CC=CC=C1)(C)C)=O ((S)-3-(6-fluoropyridin-3-yl)-5,5-dimethyl-4-phenyloxazolidin-2-one). The yield is 72.6%. Reaction SMILES: [CH3:1][C:2]1([CH3:14])[O:6][C:5](=[O:7])[NH:4][C@H:3]1[C:8]1[CH:13]=[CH:12][CH:11]=[CH:10][CH:9]=1.[F:15][C:16]1[CH:21]=[CH:20][C:19](I)=[CH:18][N:17]=1.P([O-])([O-])([O-])=O.[K+].[K+].[K+].CNCCNC>[Cu]I.O.O1CCOCC1>[F:15][C:16]1[N:17]=[CH:18][C:19]([N:4]2[C@@H:3]([C:8]3[CH:9]=[CH:10][CH:11]=[CH:12][CH:13]=3)[C:2]([CH3:14])([CH3:1])[O:6][C:5]2=[O:7])=[CH:20][CH:21]=1 |f:2.3.4.5|. Procedure details: To a round bottom flask were added (S)-5,5-dimethyl-4-phenyloxazolidin-2-one (commercially available from Sigma-Aldrich, Milwaukee, Wis.) (0.750 g, 3.92 mmol), 2-fluoro-5-iodopyridine (commercially available from Sigma-Aldrich, Milwaukee, Wis.) (1.749 g, 7.84 mmol), and dioxane (15.69 mL). Tribasic potassium phosphate (4.16 g, 19.61 mmol) was then added to the mixture. The vessel was purged with nitrogen followed by the addition of N,N′-dimethylethylenediamine (0.844 mL, 7.84 mmol) and copper (I... Reactants: NC1=C2CCN(CC2=CC=C1)C (5-amino-2-methyl-1,2,3,4-tetrahydroisoquinoline), N(=[N+]=[N-])C1=CC(=C(C(=O)O)C=C1I)OC (4-azido-5-iodo-2-methoxybenzoic acid). Yields the product CN1CC2=CC=CC(=C2CC1)NC(C1=C(C=C(C(=C1)I)N=[N+]=[N-])OC)=O (N-(2-Methyl-1,2,3,4-tetrahydroisoquinol-5-yl)-4-azido-5-iodo-2-methoxybenzamide). RXN SMILES: [NH2:1][C:2]1[CH:11]=[CH:10][CH:9]=[C:8]2[C:3]=1[CH2:4][CH2:5][N:6]([CH3:12])[CH2:7]2.[N:13]([C:16]1[C:24]([I:25])=[CH:23][C:19]([C:20](O)=[O:21])=[C:18]([O:26][CH3:27])[CH:17]=1)=[N+:14]=[N-:15]>>[CH3:12][N:6]1[CH2:5][CH2:4][C:3]2[C:8](=[CH:9][CH:10]=[CH:11][C:2]=2[NH:1][C:20](=[O:21])[C:19]2[CH:23]=[C:24]([I:25])[C:16]([N:13]=[N+:14]=[N-:15])=[CH:17][C:18]=2[O:26][CH3:27])[CH2:7]1. Procedure details: The title compound was prepared in an analogous manner to Example 1 from 5-amino-2-methyl-1,2,3,4-tetrahydroisoquinoline and 4-azido-5-iodo-2-methoxybenzoic acid. Starting materials: [BH4-], CCOC(=O)c1ccc(Oc2ccc(B3OC(C)(C)C(C)(C)O3)c(C=O)c2)cc1OC, CO, [Na+]. Product: CCOC(=O)c1ccc(Oc2ccc(B3OC(C)(C)C(C)(C)O3)c(CO)c2)cc1OC. Reaction SMILES: [BH4-:32].[CH2:1]([CH3:2])[O:3][C:4]([c:5]1[c:6]([O:29][CH3:30])[cH:7][c:8]([O:11][c:12]2[cH:13][c:14]([CH:27]=[O:28])[c:15]([B:18]3[O:19][C:20]([CH3:25])([CH3:26])[C:21]([CH3:23])([CH3:24])[O:22]3)[cH:16][cH:17]2)[cH:9][cH:10]1)=[O:31].[CH3:34][OH:35].[Na+:33]>>[CH2:1]([CH3:2])[O:3][C:4]([c:5]1[c:6]([O:29][CH3:30])[cH:7][c:8]([O:11][c:12]2[cH:13][c:14]([CH2:27][OH:28])[c:15]([B:18]3[O:19][C:20]([CH3:25])([CH3:26])[C:21]([CH3:23])([CH3:24])[O:22]3)[cH:16][cH:17]2)[cH:9][cH:10]1)=[O:31]. The reactants are O=c1ccc2ccc(OCCCBr)cc2o1, CCNCC1COc2ccccc2O1, CCN(C(C)C)C(C)C, CN(C)C=O. Product: CCN(CCCOc1ccc2ccc(=O)oc2c1)CC1COc2ccccc2O1. Reaction SMILES: [Br:15][CH2:16][CH2:17][CH2:18][O:19][c:20]1[cH:21][cH:22][c:23]2[cH:24][cH:25][c:26](=[O:30])[o:27][c:28]2[cH:29]1.[CH2:1]([CH3:2])[NH:3][CH2:4][CH:5]1[CH2:6][O:7][c:8]2[c:9]([cH:11][cH:12][cH:13][cH:14]2)[O:10]1.[CH:31]([N:32]([CH:33]([CH3:34])[CH3:35])[CH2:36][CH3:37])([CH3:38])[CH3:39].[O:40]=[CH:41][N:42]([CH3:43])[CH3:44]>>[CH2:1]([CH3:2])[N:3]([CH2:4][CH:5]1[CH2:6][O:7][c:8]2[c:9]([cH:11][cH:12][cH:13][cH:14]2)[O:10]1)[CH2:16][CH2:17][CH2:18][O:19][c:20]1[cH:21][cH:22][c:23]2[cH:24][cH:25][c:26](=[O:30])[o:27][c:28]2[cH:29]1.